This data is from the Open Reaction Database (ORD), a public repository of structured organic reaction records. The task is: describe an organic reaction: reactants, conditions, products, and yield Reactants: O=C1CCC(=O)N1Br, CCc1c(C)cc(C)nc1OC, CO. Product: CCc1c(OC)nc(C)c(Br)c1C. RXN SMILES: [Br:13][N:14]1[C:15](=[O:16])[CH2:17][CH2:18][C:19]1=[O:20].[CH2:1]([CH3:2])[c:3]1[c:4]([O:11][CH3:12])[n:5][c:6]([CH3:10])[cH:7][c:8]1[CH3:9].[CH3:21][OH:22]>>[CH2:1]([CH3:2])[c:3]1[c:4]([O:11][CH3:12])[n:5][c:6]([CH3:10])[c:7]([Br:13])[c:8]1[CH3:9]. Reactants: C(C)(C)(C)O[C@H]1C[C@@H]([C@H](NC1)C(=O)N1CCN(CC1)C1=CC=CC=C1)C(=O)OC (methyl(2S,3S,5S)-5-tert-butoxy-2-[(4-phenylpiperazin-1-yl)carbonyl]piperidine-3-carboxylate), C(Cl)Cl (methylene chloride), ClC(=O)OC (methyl chloroformate). The reagents and catalysts are CN(C1=CC=NC=C1)C (4-dimethylaminopyridine). Reaction conditions: time 8 hour. Yields the product C(C)(C)(C)O[C@H]1C[C@@H]([C@H](N(C1)C(=O)OC)C(=O)N1CCN(CC1)C1=CC=CC=C1)C(=O)OC (dimethyl(2S,3S,5S)-5-tert-butoxy-2-[(4-phenylpiperazin-1-yl)carbonyl]piperidine-1,3-dicarboxylate). As a reaction SMILES: [C:1]([O:5][C@@H:6]1[CH2:11][NH:10][C@H:9]([C:12]([N:14]2[CH2:19][CH2:18][N:17]([C:20]3[CH:25]=[CH:24][CH:23]=[CH:22][CH:21]=3)[CH2:16][CH2:15]2)=[O:13])[C@@H:8]([C:26]([O:28][CH3:29])=[O:27])[CH2:7]1)([CH3:4])([CH3:3])[CH3:2].C(Cl)Cl.Cl[C:34]([O:36][CH3:37])=[O:35]>CN(C)C1C=CN=CC=1>[C:1]([O:5][C@@H:6]1[CH2:11][N:10]([C:34]([O:36][CH3:37])=[O:35])[C@H:9]([C:12]([N:14]2[CH2:19][CH2:18][N:17]([C:20]3[CH:25]=[CH:24][CH:23]=[CH:22][CH:21]=3)[CH2:16][CH2:15]2)=[O:13])[C@@H:8]([C:26]([O:28][CH3:29])=[O:27])[CH2:7]1)([CH3:4])([CH3:3])[CH3:2]. Procedure details: To a mixture of methyl(2S,3S,5S)-5-tert-butoxy-2-[(4-phenylpiperazin-1-yl)carbonyl]piperidine-3-carboxylate (0.03345 g, 8.290E-5 mol) and 4-dimethylaminopyridine (0.0152 g, 0.000124 mol) in methylene chloride (1.50 mL, 0.0234 mol) was added methyl chloroformate (0.00833 mL, 0.000108 mol). The reaction was stirred at rt overnight. After quenched with aq. sodium bicaronate, the reaction was extracted with ethyl acetate. The combined organic layers were washed with brine, dried, concentrated to dry...